From a dataset of the Open Reaction Database (ORD), a public repository of structured organic reaction records. describe an organic reaction: reactants, conditions, products, and yield The reactants are C[C@@H](C1=CC=CC=C1)NC(C1=CN=CC=C1)=O (N-((S)-α-methylbenzyl)nicotinamide), ClCC=CC1=CC=CC=C1 (chloromethylstyrene). Run in CO (methanol), CO (methanol). Reaction conditions: temperature 25 celsius, time 24 hour. Product: [Cl-].C(=C)C(C1=CC=CC=C1)[N+]1=CC(=CC=C1)C(N[C@H](C1=CC=CC=C1)C)=O (1-(Vinylbenzyl)-3-((S)-α-methylbenzylcarbamoyl)-pyridinium chloride). Yield: 89.8%. RXN SMILES: [CH3:1][C@H:2]([NH:9][C:10](=[O:17])[C:11]1[CH:16]=[CH:15][CH:14]=[N:13][CH:12]=1)[C:3]1[CH:8]=[CH:7][CH:6]=[CH:5][CH:4]=1.[Cl:18][CH2:19][CH:20]=[CH:21][C:22]1[CH:27]=[CH:26][CH:25]=[CH:24][CH:23]=1>CO>[Cl-:18].[CH:20]([CH:21]([N+:13]1[CH:14]=[CH:15][CH:16]=[C:11]([C:10](=[O:17])[NH:9][C@@H:2]([CH3:1])[C:3]2[CH:4]=[CH:5][CH:6]=[CH:7][CH:8]=2)[CH:12]=1)[C:22]1[CH:27]=[CH:26][CH:25]=[CH:24][CH:23]=1)=[CH2:19] |f:3.4|. Procedure: A 100 ml methanol solution containing 2.26 g (1.00×10-2 mols) of N-((S)-α-methylbenzyl)nicotinamide was charged into a 250 ml round bottom flask equipped with condenser, addition funnel, drying tube, nitrogen purge and magnetic stirrer. To this stirred reaction mixture was added, dropwise over a 10 minute interval, 50 ml of a methanol solution containing 1.53 g (1.00×10-2 mols) of chloromethylstyrene. The solution was stirred for 24 hours at 25° C., then was concentrated under vacuum to afford s...